From a dataset of the Open Reaction Database (ORD), a public repository of structured organic reaction records. describe an organic reaction: reactants, conditions, products, and yield Starting materials: COC(CC1=C(N(C2=NC=CC(=C21)Cl)S(=O)(=O)C2=CC(=C(C=C2)Cl)Cl)C)=O ([4-chloro-1-(3,4-dichloro-benzenesulfonyl)-2-methyl-1H-pyrrolo[2,3-b]pyridine-3-yl]-acetic acid methyl ester), B(Br)(Br)Br (BBr3). The solvent is C(Cl)Cl (CH2Cl2), C(Cl)Cl (CH2Cl2). Run at temperature 60 celsius, time 45 minute. The product is ClC1=C2C(=NC=C1)N(C(=C2CC(=O)O)C)S(=O)(=O)C2=CC(=C(C=C2)Cl)Cl ([4-chloro-1-(3,4-dichloro-benzenesulfonyl)-2-methyl-1H-pyrrolo[2,3-b]pyridine-3-yl]-acetic acid). RXN SMILES: C[O:2][C:3](=[O:27])[CH2:4][C:5]1[C:13]2[C:8](=[N:9][CH:10]=[CH:11][C:12]=2[Cl:14])[N:7]([S:15]([C:18]2[CH:23]=[CH:22][C:21]([Cl:24])=[C:20]([Cl:25])[CH:19]=2)(=[O:17])=[O:16])[C:6]=1[CH3:26].B(Br)(Br)Br>C(Cl)Cl>[Cl:14][C:12]1[CH:11]=[CH:10][N:9]=[C:8]2[N:7]([S:15]([C:18]3[CH:23]=[CH:22][C:21]([Cl:24])=[C:20]([Cl:25])[CH:19]=3)(=[O:17])=[O:16])[C:6]([CH3:26])=[C:5]([CH2:4][C:3]([OH:27])=[O:2])[C:13]=12. Procedure details: To a solution of [4-chloro-1-(3,4-dichloro-benzenesulfonyl)-2-methyl-1H-pyrrolo[2,3-b]pyridine-3-yl]-acetic acid methyl ester (40 mg, 0.09 mmol) in CH2Cl2 (1 mL), is added 1M BBr3 in CH2Cl2 (536 μL, 0.54 mmol). The solution is subjected to microwave irradiation in a sealed reaction vessel with stirring at 60° C. over 45 minutes. The reaction mixture is evaporated to dryness in vacuo. Water is added and the suspension sonicated then filtered, washed with water and dried in vacuo, furnishing [4-ch...